This data is from the Open Reaction Database (ORD), a public repository of structured organic reaction records. The task is: describe an organic reaction: reactants, conditions, products, and yield The reactants are C(CCC)[Li] (n-Butyllithium), C(C)OC(=O)C1(CC1)C1=CC=C(C=C1)C1=CC=C(C=C1)C1=C(C(=NO1)C)Br (1-[4′-(4-Bromo-3-methyl-isoxazol-5-yl)-biphenyl-4-yl]-cyclopropanecarboxylic acid ethyl ester), CC(CC=O)(CC1=CC=CC=C1)C (3,3-Dimethyl-4-phenyl-butyraldehyde). Solvent: C1CCOC1 (THF). Conditions: time 30 minute. Yields the product C(C)OC(=O)C1(CC1)C1=CC=C(C=C1)C1=CC=C(C=C1)C1=C(C(=NO1)C)C(CC(CC1=CC=CC=C1)(C)C)O (1-{4′-[4-(1-Hydroxy-3,3-dimethyl-4-phenyl-butyl)-3-methyl-isoxazol-5-yl]-biphenyl-4-yl}-cyclopropanecarboxylic acid ethyl ester). RXN SMILES: [CH2:1]([O:3][C:4]([C:6]1([C:9]2[CH:14]=[CH:13][C:12]([C:15]3[CH:20]=[CH:19][C:18]([C:21]4[O:25][N:24]=[C:23]([CH3:26])[C:22]=4Br)=[CH:17][CH:16]=3)=[CH:11][CH:10]=2)[CH2:8][CH2:7]1)=[O:5])[CH3:2].C([Li])CCC.[CH3:33][C:34]([CH3:45])([CH2:38][C:39]1[CH:44]=[CH:43][CH:42]=[CH:41][CH:40]=1)[CH2:35][CH:36]=[O:37]>C1COCC1>[CH2:1]([O:3][C:4]([C:6]1([C:9]2[CH:14]=[CH:13][C:12]([C:15]3[CH:20]=[CH:19][C:18]([C:21]4[O:25][N:24]=[C:23]([CH3:26])[C:22]=4[CH:36]([OH:37])[CH2:35][C:34]([CH3:33])([CH3:45])[CH2:38][C:39]4[CH:44]=[CH:43][CH:42]=[CH:41][CH:40]=4)=[CH:17][CH:16]=3)=[CH:11][CH:10]=2)[CH2:8][CH2:7]1)=[O:5])[CH3:2]. Reported procedure: 1-[4′-(4-Bromo-3-methyl-isoxazol-5-yl)-biphenyl-4-yl]-cyclopropanecarboxylic acid ethyl ester (0.100 g, 0.243 mmol) was dissolved in THF (0.25M) and cooled to −78° C. n-Butyllithium (2.5M in hexanes, 0.1068 mL, 0.267 mmol) was slowly added and the reaction stirred for 30 minutes. 3,3-Dimethyl-4-phenyl-butyraldehyde (0.047 g, 0.254 mmol) was added and the reaction was stirred at −78° C. for 30 minutes then warmed to room temperature and continued stirring for 1 hour. The reaction mixture was subm... Reactants: C1COCCN1, COc1cccc(Cl)c1-c1cc2c(c3c1C(=O)NC3=O)c1cc(O)ccc1n2CCOS(C)(=O)=O. The product is COc1cccc(Cl)c1-c1cc2c(c3c1C(=O)NC3=O)c1cc(O)ccc1n2CCN1CCOCC1. As a reaction SMILES: [CH2:36]1[CH2:37][O:38][CH2:39][CH2:40][NH:41]1.[CH3:1][S:2]([O:3][CH2:6][CH2:7][n:8]1[c:9]2[cH:10][cH:11][c:12]([OH:35])[cH:13][c:14]2[c:15]2[c:16]3[c:17]([c:18](-[c:21]4[c:22]([Cl:29])[cH:23][cH:24][cH:25][c:26]4[O:27][CH3:28])[cH:19][c:20]12)[C:30](=[O:34])[NH:31][C:32]3=[O:33])(=[O:4])=[O:5]>>[CH2:6]([CH2:7][n:8]1[c:9]2[cH:10][cH:11][c:12]([OH:35])[cH:13][c:14]2[c:15]2[c:16]3[c:17]([c:18](-[c:21]4[c:22]([Cl:29])[cH:23][cH:24][cH:25][c:26]4[O:27][CH3:28])[cH:19][c:20]12)[C:30](=[O:34])[NH:31][C:32]3=[O:33])[N:41]1[CH2:36][CH2:37][O:38][CH2:39][CH2:40]1. Starting materials: COc1ccc(CN(Cc2ccc(OC)cc2)c2nc(C)nc(-c3cc(C(C)=O)cnc3Nc3cnc(OC)c(F)c3)n2)cc1, ClCCl. Yields the product COc1ccc(CN(Cc2ccc(OC)cc2)c2nc(C)nc(-c3cc(C(C)O)cnc3Nc3cnc(OC)c(F)c3)n2)cc1. Reaction SMILES: [CH3:1][O:2][c:3]1[cH:4][cH:5][c:6]([CH2:7][N:8]([c:9]2[n:10][c:11](-[c:16]3[cH:17][c:18]([C:32]([CH3:33])=[O:34])[cH:19][n:20][c:21]3[NH:22][c:23]3[cH:24][n:25][c:26]([O:30][CH3:31])[c:27]([F:29])[cH:28]3)[n:12][c:13]([CH3:15])[n:14]2)[CH2:35][c:36]2[cH:37][cH:38][c:39]([O:42][CH3:43])[cH:40][cH:41]2)[cH:44][cH:45]1.[Cl:46][CH2:47][Cl:48]>>[CH3:1][O:2][c:3]1[cH:4][cH:5][c:6]([CH2:7][N:8]([c:9]2[n:10][c:11](-[c:16]3[cH:17][c:18]([CH:32]([CH3:33])[OH:34])[cH:19][n:20][c:21]3[NH:22][c:23]3[cH:24][n:25][c:26]([O:30][CH3:31])[c:27]([F:29])[cH:28]3)[n:12][c:13]([CH3:15])[n:14]2)[CH2:35][c:36]2[cH:37][cH:38][c:39]([O:42][CH3:43])[cH:40][cH:41]2)[cH:44][cH:45]1. Reactants: [BH4-], CCO, [Na+], O, c1ccc(C2=Nc3ccccc3N3CCc4cccc2c43)cc1. Product: c1ccc(C2Nc3ccccc3N3CCc4cccc2c43)cc1. RXN SMILES: [BH4-:24].[CH3:27][CH2:28][OH:29].[Na+:25].[OH2:26].[c:1]1([C:7]2=[N:13][c:12]3[c:11]([cH:17][cH:16][cH:15][cH:14]3)[N:10]3[c:9]4[c:8]2[cH:23][cH:22][cH:21][c:20]4[CH2:19][CH2:18]3)[cH:2][cH:3][cH:4][cH:5][cH:6]1>>[c:1]1([CH:7]2[c:8]3[c:9]4[c:20]([cH:21][cH:22][cH:23]3)[CH2:19][CH2:18][N:10]4[c:11]3[c:12]([cH:14][cH:15][cH:16][cH:17]3)[NH:13]2)[cH:2][cH:3][cH:4][cH:5][cH:6]1. Reactants: C(=O)(N1C=NC=C1)N1C=NC=C1 (carbonyldiimidazole), FC1=C2C(=C(C=NC2=C(C=C1)F)C(=O)O)O (5,8-difluoro-4-hydroxy-3-quinolinecarboxylic acid), CN(C=O)C (dimethyformamide), ClC1=CC=C(CN)C=C1 (4-chlorobenzylamine). Run in O (water). Reaction conditions: temperature 50 celsius, time 18 hour. Product: ClC1=CC=C(C=C1)CNC(=O)C=1C=NC2=C(C=CC(=C2C1O)F)F (N-[(4-Chlorophenyl)methyl]-5,8-difluoro-4-hydroxy-3-quinolinecarboxamide), white powder. As a reaction SMILES: [F:1][C:2]1[CH:11]=[CH:10][C:9]([F:12])=[C:8]2[C:3]=1[C:4]([OH:16])=[C:5]([C:13]([OH:15])=O)[CH:6]=[N:7]2.CN(C)C=O.C(N1C=CN=C1)(N1C=CN=C1)=O.[Cl:34][C:35]1[CH:42]=[CH:41][C:38]([CH2:39][NH2:40])=[CH:37][CH:36]=1>O>[Cl:34][C:35]1[CH:42]=[CH:41][C:38]([CH2:39][NH:40][C:13]([C:5]2[CH:6]=[N:7][C:8]3[C:3]([C:4]=2[OH:16])=[C:2]([F:1])[CH:11]=[CH:10][C:9]=3[F:12])=[O:15])=[CH:37][CH:36]=1. Procedure details: To a mixture of 0.25 g of 5,8-difluoro-4-hydroxy-3-quinolinecarboxylic acid and 10 mL of dimethyformamide is added 0.20 g of carbonyldiimidazole. The mixture is stirred 18 h at 50° C. and then it is cooled to 25° C. The mixture is treated with 0.10 mL of distilled water and stirred for 5 min. To the resulting solution is added 0. 15 mL of 4-chlorobenzylamine. After stirring for 18 hours the solvent is evaporated at reduced pressure and the residue is dissolved in 10 mL of refluxing glacial aceti... The reactants are CC(C)C1COC(=O)N1c1ccc(C(=O)O)cc1, Cc1cc(C2CC2)cnc1N1CCNCC1, Cl. The product is Cc1cc(C2CC2)cnc1N1CCN(C(=O)c2ccc(N3C(=O)OCC3C(C)C)cc2)CC1. Reaction SMILES: [CH:18]([CH3:19])([CH3:20])[CH:21]1[N:22]([c:27]2[cH:28][cH:29][c:30]([C:31](=[O:32])[OH:33])[cH:34][cH:35]2)[C:23](=[O:26])[O:24][CH2:25]1.[CH:2]1([c:5]2[cH:6][c:7]([CH3:17])[c:8]([N:11]3[CH2:12][CH2:13][NH:14][CH2:15][CH2:16]3)[n:9][cH:10]2)[CH2:3][CH2:4]1.[ClH:1]>>[CH:2]1([c:5]2[cH:6][c:7]([CH3:17])[c:8]([N:11]3[CH2:12][CH2:13][N:14]([C:31]([c:30]4[cH:29][cH:28][c:27]([N:22]5[CH:21]([CH:18]([CH3:19])[CH3:20])[CH2:25][O:24][C:23]5=[O:26])[cH:35][cH:34]4)=[O:32])[CH2:15][CH2:16]3)[n:9][cH:10]2)[CH2:3][CH2:4]1. The solvent is O (water), C1CCOC1 (THF), O (Water). Reported procedure: By using the standard procedure, to a dry 100 mL two-neck round-bottom flask containing 4-bromodecylcarbazole 16 (3.86 g, 10 mmol) and dry THF (50 mL) was dropwise added 1.6 M of n-butyl lithium (10 mL, 15 mmol) under N2 at −78° C. while maintaining a good stirring. After stirring for 1 h, trimethyl borate (2.0 mL, 18 mmol) was added in one portion, and then the mixture was stirred for 1 h at −78° C. Water and HCl (3M) were in turn added when the mixture was naturally warmed to −30° C. Then the ... Run at temperature -30 celsius, time 1 hour. Yields the product C(CCCCCCCCC)N1C2=CC=CC=C2C=2C(=CC=CC12)B(O)O (9-Decylcarbazole-4-boronic acid). As a reaction SMILES: BrC(CCCCCC)CCC[C:6]1[C:18]2[NH:17][C:16]3[C:11](=[CH:12][CH:13]=[CH:14][CH:15]=3)[C:10]=2[CH:9]=[CH:8][CH:7]=1.[CH2:25]([Li])[CH2:26][CH2:27][CH3:28].[B:30]([O:35]C)(OC)[O:31]C.Cl>O.C1COCC1>[CH2:28]([N:17]1[C:18]2[CH:6]=[CH:7][CH:8]=[C:9]([B:30]([OH:35])[OH:31])[C:10]=2[C:11]2[C:16]1=[CH:15][CH:14]=[CH:13][CH:12]=2)[CH2:27][CH2:26][CH2:25][CH2:10][CH2:18][CH2:6][CH2:7][CH2:8][CH3:9]. Reactants: C(CCC)[Li] (n-butyl lithium), Cl (HCl), BrC(CCCC1=CC=CC=2C3=CC=CC=C3NC12)CCCCCC (4-bromodecylcarbazole), B(OC)(OC)OC (trimethyl borate). Reactants: solid, BrC1=CC(=CC=2C=C3N(C12)CCNC3=O)C#N (6-bromo-1-oxo-1,2,3,4-tetrahydro-pyrazino[1,2-a]indole-8-carbonitrile), BrC1=CC(=CC=2C=C3N(C12)CCNC3=O)C#N (6-bromo-1-oxo-1,2,3,4-tetrahydro-pyrazino[1,2-a]indole-8-carbonitrile), FC(C1=CC=C(C=C1)B(O)O)(F)F (4-trifluoromethyl-phenylboronic acid). The product is O=C1NCCN2C1=CC=1C=C(C=C(C21)C2=CC=C(C=C2)C(F)(F)F)C#N (1-Oxo-6-(4-trifluoromethyl-phenyl)-1,2,3,4-tetrahydro-pyrazino[1,2-a]indole-8-carbonitrile). RXN SMILES: Br[C:2]1[C:10]2[N:9]3[CH2:11][CH2:12][NH:13][C:14](=[O:15])[C:8]3=[CH:7][C:6]=2[CH:5]=[C:4]([C:16]#[N:17])[CH:3]=1.[F:18][C:19]([F:30])([F:29])[C:20]1[CH:25]=[CH:24][C:23](B(O)O)=[CH:22][CH:21]=1>>[O:15]=[C:14]1[C:8]2=[CH:7][C:6]3[CH:5]=[C:4]([C:16]#[N:17])[CH:3]=[C:2]([C:23]4[CH:24]=[CH:25][C:20]([C:19]([F:30])([F:29])[F:18])=[CH:21][CH:22]=4)[C:10]=3[N:9]2[CH2:11][CH2:12][NH:13]1. Procedure: The title compound, off-white solid (76 mg, 86%), MS (ISP) m/z=356.5 [(M+H)+], mp 359° C., was prepared in accordance with the general method of example 1 from 6-bromo-1-oxo-1,2,3,4-tetrahydro-pyrazino[1,2-a]indole-8-carbonitrile (intermediate 15) (72.5 mg, 0.25 mmol) and commercially available 4-trifluoromethyl-phenylboronic acid (61.7 mg, 0.325 mmol).